This data is from the Open Reaction Database (ORD), a public repository of structured organic reaction records. The task is: describe an organic reaction: reactants, conditions, products, and yield The reactants are FC1=C(C=CC(=C1)[N+](=O)[O-])C (2-Fluoro-4-nitrotoluene), BrN1C(CCC1=O)=O (N-bromosuccinimide), N1CCOCC1 (Morpholine), C(C)(=O)OCC (ethyl acetate). The reagents and catalysts are C(C1=CC=CC=C1)(=O)OOC(C1=CC=CC=C1)=O (benzoyl peroxide). The solvent is C(Cl)(Cl)(Cl)Cl (CCl4). Run at time 1 hour. The product is FC1=C(CN2CCOCC2)C=CC(=C1)[N+](=O)[O-] (4-(2-fluoro-4-nitrobenzyl)morpholine). Yield: 55.0%. RXN SMILES: [F:1][C:2]1[CH:7]=[C:6]([N+:8]([O-:10])=[O:9])[CH:5]=[CH:4][C:3]=1[CH3:11].BrN1C(=O)CCC1=O.[NH:20]1[CH2:25][CH2:24][O:23][CH2:22][CH2:21]1.C(OCC)(=O)C>C(Cl)(Cl)(Cl)Cl.C(OOC(=O)C1C=CC=CC=1)(=O)C1C=CC=CC=1>[F:1][C:2]1[CH:7]=[C:6]([N+:8]([O-:10])=[O:9])[CH:5]=[CH:4][C:3]=1[CH2:11][N:20]1[CH2:25][CH2:24][O:23][CH2:22][CH2:21]1. Procedure details: 2-Fluoro-4-nitrotoluene (1.55 g, 10 mmol), N-bromosuccinimide (1.82 g, 10 mmol), and benzoyl peroxide (0.1 g, 0.4 mmol) were dissolved in CCl4 (50 mL). The mixture was heated at reflux, and irradiated with light (100 W bulb) for 4 hours. The reaction mixture was then filtered and concentrated. The residue was dissolved in THF (50 mL). Morpholine (1.91 g, 22 mmol) was added to it. The mixture was stirred at ambient temperature for 1 hour and then filtered. The filtrate was evaporated. The bright ... Reactants: BrC1=CC=C(C=C1)[N+](=O)[O-] (4-bromonitrobenzene), COC1=C(C=CC=C1)B(O)O (2-methoxyphenyl boronic acid). Solvent: COCCOC (ethylene glycol dimethyl ether), C([O-])([O-])=O.[Na+].[Na+] (sodium carbonate). Reaction conditions: temperature 120 celsius. Product: COC1=C(C=CC=C1)C1=CC=C(C=C1)[N+](=O)[O-] (2-methoxy-4′-nitrobiphenyl). The yield is 72.4%. As a reaction SMILES: Br[C:2]1[CH:7]=[CH:6][C:5]([N+:8]([O-:10])=[O:9])=[CH:4][CH:3]=1.[CH3:11][O:12][C:13]1[CH:18]=[CH:17][CH:16]=[CH:15][C:14]=1B(O)O>COCCOC.C(=O)([O-])[O-].[Na+].[Na+]>[CH3:11][O:12][C:13]1[CH:18]=[CH:17][CH:16]=[CH:15][C:14]=1[C:2]1[CH:7]=[CH:6][C:5]([N+:8]([O-:10])=[O:9])=[CH:4][CH:3]=1 |f:3.4.5|. Procedure details: A mixture of 20.8 g of 4-bromonitrobenzene and 17.2 g of 2-methoxyphenyl boronic acid in 340 mL of ethylene glycol dimethyl ether and 170 mL of 2 M sodium carbonate solution was purged with argon gas and then 3.6 g of Pd(PPh3)2Cl2 was added under argon atmosphere. The reaction mixture was heated in a sealed flask at 120° C. overnight. The reaction mixture was cooled down to room temperature. The mixture was filtered through diatomaceous earth and the filtrate was diluted with water and the produ... Reactants: O=C(CCCCC(=O)OC)C (methyl 6-oxoheptanoate), Cl.BrC1=CC=C(CN(N)C2=CC=C(C=C2)OC)C=C1 (N-(p-Bromobenzyl)-N-(4-methoxyphenyl)hydrazine hydrochloride), C(C)(=O)O (acetic acid). Conditions: temperature 100 celsius. The product is BrC1=CC=C(CN2C(=C(C3=CC(=CC=C23)OC)CCCC(=O)OCC)C)C=C1 (Ethyl 4-(1-(4-bromobenzyl)-5-methoxy-2-methyl-1H-indol-3-yl)butanoate). As a reaction SMILES: O=[C:2]([CH3:11])[CH2:3][CH2:4][CH2:5][CH2:6][C:7]([O:9][CH3:10])=[O:8].Cl.[Br:13][C:14]1[CH:30]=[CH:29][C:17]([CH2:18][N:19]([C:21]2[CH:26]=[CH:25][C:24]([O:27][CH3:28])=[CH:23][CH:22]=2)N)=[CH:16][CH:15]=1.[C:31](O)(=O)C>>[Br:13][C:14]1[CH:30]=[CH:29][C:17]([CH2:18][N:19]2[C:21]3[C:26](=[CH:25][C:24]([O:27][CH3:28])=[CH:23][CH:22]=3)[C:3]([CH2:4][CH2:5][CH2:6][C:7]([O:9][CH2:10][CH3:31])=[O:8])=[C:2]2[CH3:11])=[CH:16][CH:15]=1 |f:1.2|. Procedure: A mixture of methyl 6-oxoheptanoate (3.1 g, 19.5 mmol), acetic acid (100 mL) and hydrazine from Example 1, Step 5 (5.0 g, 16.3 mmol) was heated at 100° C. overnight. The acetic acid was removed in vacuo and the residue was added to a 0° C. mixture of EtOH (150 mL) and acetyl chloride (5 mL). The resulting mixture was refluxed for 1 h, then most of the solvent was removed by distillation and further concentrated in vacuo. The residue was partitioned between ethyl acetate and saturated NaHCO3, the... Reactants: NC=1C=C(C=CC1[N+](=O)[O-])N1CCN(CC1)C(=O)OC(C)(C)C (tert-butyl 4-(3-amino-4-nitrophenyl)piperazine-1-carboxylate), [H][H] (hydrogen). Reagents/catalysts: [Pd] (palladium on carbon). Run in CO (methanol). Run at time 1 hour. The product is NC=1C=C(C=CC1N)N1CCN(CC1)C(=O)OC(C)(C)C (tert-butyl 4-(3,4-diaminophenyl)piperazine-1-carboxylate). Isolated yield 85.8%. As a reaction SMILES: [NH2:1][C:2]1[CH:3]=[C:4]([N:11]2[CH2:16][CH2:15][N:14]([C:17]([O:19][C:20]([CH3:23])([CH3:22])[CH3:21])=[O:18])[CH2:13][CH2:12]2)[CH:5]=[CH:6][C:7]=1[N+:8]([O-])=O.[H][H]>[Pd].CO>[NH2:1][C:2]1[CH:3]=[C:4]([N:11]2[CH2:16][CH2:15][N:14]([C:17]([O:19][C:20]([CH3:23])([CH3:22])[CH3:21])=[O:18])[CH2:13][CH2:12]2)[CH:5]=[CH:6][C:7]=1[NH2:8]. Procedure details: A 500 ml Parr hydrogenation flask was charged with tert-butyl 4-(3-amino-4-nitrophenyl)piperazine-1-carboxylate (9.0 g), methanol (250 mL) and 10% palladium on carbon (50% w/w water, 2.0 g). The atmosphere of the vessel was replaced by hydrogen gas. The reaction was shaken under a hydrogen atmosphere at 40 psi at room temperature for 1 hour. The reaction mixture was filtered through a plug of Celite, which was washed with additional methanol. The filtrate was concentrated at reduced pressure and...